This data is from the Open Reaction Database (ORD), a public repository of structured organic reaction records. The task is: describe an organic reaction: reactants, conditions, products, and yield Starting materials: O (Water), C1(CCCC1)C=1C(=NN2C(=NN=C(C21)C)C2=C(C=CC=C2)F)OS(=O)(=O)C2=CC=C(C=C2)C (toluene-4-sulfonic acid 3-cyclopentyl-7-(2-fluorophenyl)-4-methylpyrazolo[1,5-d][1,2,4]triazin-2-yl ester), C(C)N1N=CN=C1CO ((2-ethyl-2H-[1,2,4]triazol-3-yl)methanol), A-170073, [H-].[Na+] (sodium hydride). The product is C1(CCCC1)C=1C(=NN2C(=NN=C(C21)C)C2=C(C=CC=C2)F)OCC=2N(N=CN2)CC (3-Cyclopentyl-2-(2-ethyl-2H-[1,2,4]triazol-3-ylmethoxy)-7-(2-fluorophenyl)-4-methylpyrazolo[1,5-d][1,2,4]triazine). Reaction SMILES: [CH:1]1([C:6]2[C:7]([O:23]S(C3C=CC(C)=CC=3)(=O)=O)=[N:8][N:9]3[C:14]=2[C:13]([CH3:15])=[N:12][N:11]=[C:10]3[C:16]2[CH:21]=[CH:20][CH:19]=[CH:18][C:17]=2[F:22])[CH2:5][CH2:4][CH2:3][CH2:2]1.[CH2:34]([N:36]1[C:40]([CH2:41]O)=[N:39][CH:38]=[N:37]1)[CH3:35].[H-].[Na+].O>CN(C=O)C>[CH:1]1([C:6]2[C:7]([O:23][CH2:41][C:40]3[N:36]([CH2:34][CH3:35])[N:37]=[CH:38][N:39]=3)=[N:8][N:9]3[C:14]=2[C:13]([CH3:15])=[N:12][N:11]=[C:10]3[C:16]2[CH:21]=[CH:20][CH:19]=[CH:18][C:17]=2[F:22])[CH2:5][CH2:4][CH2:3][CH2:2]1 |f:2.3|. Procedure: To toluene-4-sulfonic acid 3-cyclopentyl-7-(2-fluorophenyl)-4-methylpyrazolo[1,5-d][1,2,4]triazin-2-yl ester (230 mg, 0.494 mmol) and (2-ethyl-2H-[1,2,4]triazol-3-yl)methanol (75.6 mg, 1.2 molar eq; prepared as described in EP-A-170073) in DMF (10 ml) was added sodium hydride (22 mg of a 60% dispersion in mineral oil; 1.2 molar eq) and the mixture was stirred at room temperature for 1 h. Water (90 ml) was added then the solution was extracted with diethyl ether (4×50 ml). The combined ether laye... Run at time 1 hour. Run in CN(C)C=O (DMF).